Dataset: the Open Reaction Database (ORD), a public repository of structured organic reaction records. Task: describe an organic reaction: reactants, conditions, products, and yield Starting materials: ( IV ), ( VIII ), CN(C1=CC=C(C=O)C=C1)C (4-dimethylaminobenzaldehyde), FC1=CC=C(C=O)C=C1 (4-fluorobenzaldehyde), NC(=S)N (thiourea). Run in CN(C)C=O (DMF). Yields the product CN(C1=CC=C(C=C1)C=1N=C(NC1C1=CC=C(C=C1)F)S)C (4-(4-dimethylaminophenyl)-5-(4-fluorophenyl)-2-mercaptoimidazole). RXN SMILES: [CH3:1][N:2]([CH3:11])[C:3]1[CH:10]=[CH:9][C:6]([CH:7]=O)=[CH:5][CH:4]=1.[F:12][C:13]1[CH:20]=[CH:19][C:16]([CH:17]=O)=[CH:15][CH:14]=1.[NH2:21][C:22]([NH2:24])=[S:23]>CN(C=O)C>[CH3:1][N:2]([CH3:11])[C:3]1[CH:10]=[CH:9][C:6]([C:7]2[N:21]=[C:22]([SH:23])[NH:24][C:17]=2[C:16]2[CH:19]=[CH:20][C:13]([F:12])=[CH:14][CH:15]=2)=[CH:5][CH:4]=1. Procedure: A solution of 0.40 g (1.28 mmoles) of 4-(4-dimethylaminophenyl)-5-(4-fluorophenyl)-2-mercaptoimidazole, a Formula (IV) compound, [obtained by treatment of the corresponding Formula (VIII) compound (prepared from 4-dimethylaminobenzaldehyde and 4-fluorobenzaldehyde as described by Ide et al., in "Organic Reactions"; John Wiley and Sons, (1948) Chapter 5) with thiourea in DMF by the method described in Bender et al., J. Med. Chem., 28, 1169 (1985) (therein designated as the general method for prep... The reactants are [BH4-], O=C1C=CC2C(S(=O)(=O)c3ccccc3)CC1(c1ccccc1)N2Cc1ccccc1, CO, [Na+]. The product is O=S(=O)(c1ccccc1)C1CC2(c3ccccc3)C(O)C=CC1N2Cc1ccccc1. Reaction SMILES: [BH4-:1].[CH2:3]([c:4]1[cH:5][cH:6][cH:7][cH:8][cH:9]1)[N:10]1[C:11]2([c:28]3[cH:29][cH:30][cH:31][cH:32][cH:33]3)[C:12](=[O:27])[CH:13]=[CH:14][CH:15]1[CH:16]([S:18](=[O:19])(=[O:20])[c:21]1[cH:22][cH:23][cH:24][cH:25][cH:26]1)[CH2:17]2.[CH3:34][OH:35].[Na+:2]>>[CH2:3]([c:4]1[cH:5][cH:6][cH:7][cH:8][cH:9]1)[N:10]1[C:11]2([c:28]3[cH:29][cH:30][cH:31][cH:32][cH:33]3)[CH:12]([OH:27])[CH:13]=[CH:14][CH:15]1[CH:16]([S:18](=[O:19])(=[O:20])[c:21]1[cH:22][cH:23][cH:24][cH:25][cH:26]1)[CH2:17]2.